This data is from the Open Reaction Database (ORD), a public repository of structured organic reaction records. The task is: describe an organic reaction: reactants, conditions, products, and yield Starting materials: Cl (HCl), aqueous solution, [OH-].[Na+] (NaOH), FC1=C(C=C(C=C1)F)C1N(CCC1)C1=CC=2N(C=C1)N=CC2C(=O)OCC (ethyl 5-(2-(2,5-difluorophenyl)pyrrolidin-1-yl)pyrazolo[1,5-a]pyridine-3-carboxylate). Run in CO (MeOH), C1CCOC1 (THF), O (water). Conditions: temperature 80 celsius, time 4 hour. Product: FC1=C(C=C(C=C1)F)C1N(CCC1)C1=CC=2N(C=C1)N=CC2C(=O)O (5-(2-(2,5-difluorophenyl)pyrrolidin-1-yl)pyrazolo[1,5-a]pyridine-3-carboxylic acid). Isolated yield 39.1%. RXN SMILES: [OH-].[Na+].[F:3][C:4]1[CH:9]=[CH:8][C:7]([F:10])=[CH:6][C:5]=1[CH:11]1[CH2:15][CH2:14][CH2:13][N:12]1[C:16]1[CH:21]=[CH:20][N:19]2[N:22]=[CH:23][C:24]([C:25]([O:27]CC)=[O:26])=[C:18]2[CH:17]=1.Cl>CO.C1COCC1.O>[F:3][C:4]1[CH:9]=[CH:8][C:7]([F:10])=[CH:6][C:5]=1[CH:11]1[CH2:15][CH2:14][CH2:13][N:12]1[C:16]1[CH:21]=[CH:20][N:19]2[N:22]=[CH:23][C:24]([C:25]([OH:27])=[O:26])=[C:18]2[CH:17]=1 |f:0.1|. Procedure details: 5N aqueous solution of NaOH (2 mL) was added to stirred solution of ethyl 5-(2-(2,5-difluorophenyl)pyrrolidin-1-yl)pyrazolo[1,5-a]pyridine-3-carboxylate (50 mg, 0.134 mmol) in a mixture of MeOH (4 mL) and THF (4 mL) and continued stirring at 80° C. for 4 h. The reaction mixture was concentrated under reduced pressure to afford the crude product. The crude product thus obtained was diluted with cold water, acidified with concentrated HCl solution to obtain a solid precipitate. This solid precipit... Reactants: CN1C(C2=C(C(=C1)C=1C=C(C=CC1OC1=CC=CC=C1)NS(=O)(=O)C)C=CN2S(=O)(=O)C2=CC=C(C=C2)C)=O (N-(3-{6-methyl-1-[(4-methylphenyl)sulfonyl]-7-oxo-6,7-dihydro-1H-pyrrolo[2,3-c]pyridin-4-yl}-4-phenoxyphenyl)methanesulfonamide), C([O-])([O-])=O.[K+].[K+] (potassium carbonate). The solvent is CO (methanol), O (water). The product is CN(S(=O)(=O)C)C1=CC(=C(C=C1)OC1=CC=CC=C1)C=1C2=C(C(N(C1)C)=O)NC=C2 (N-methyl-N-[3-(6-methyl-7-oxo-6,7-dihydro-1H-pyrrolo[2,3-c]pyridin-4-yl)-4-phenoxyphenyl]methanesulfonamide). Isolated yield 14.2%. RXN SMILES: [CH3:1][N:2]1[CH:7]=[C:6]([C:8]2[CH:9]=[C:10]([NH:21][S:22]([CH3:25])(=[O:24])=[O:23])[CH:11]=[CH:12][C:13]=2[O:14][C:15]2[CH:20]=[CH:19][CH:18]=[CH:17][CH:16]=2)[C:5]2[CH:26]=[CH:27][N:28](S(C3C=CC(C)=CC=3)(=O)=O)[C:4]=2[C:3]1=[O:39].[C:40](=O)([O-])[O-].[K+].[K+]>CO.O>[CH3:40][N:21]([C:10]1[CH:11]=[CH:12][C:13]([O:14][C:15]2[CH:20]=[CH:19][CH:18]=[CH:17][CH:16]=2)=[C:8]([C:6]2[C:5]3[CH:26]=[CH:27][NH:28][C:4]=3[C:3](=[O:39])[N:2]([CH3:1])[CH:7]=2)[CH:9]=1)[S:22]([CH3:25])(=[O:23])=[O:24] |f:1.2.3|. Reported procedure: A mixture of Example 7d (0.113 g, 0.2 mmol) and potassium carbonate (0.111 g, 0.800 mmol) in methanol (0.9 mL) and water (0.1 mL) was heated at 100° C. for 1 hour. The reaction was partitioned between ethyl acetate and water adjusting the pH to 7. The organic layer was separated, dried (Na2SO4), filtered and concentrated. The residue was purified by reverse phase HPLC (C18, 10-100% CH3CN/water (0.1% TFA)) to afford the title compound (0.012 g, 14%). 1H NMR (300 MHz, DMSO-d6) δ 2.99 (s, 3H) 3.27 ... Starting materials: COc1ccc(C(=O)OC(C(=O)O)(C(=O)c2ccc(OC)cc2)C(O)C(=O)O)cc1, O=C([O-])O, COc1ccc(-n2cnnn2)cc1C(=O)Cl, CC(C)=O, OCCC1(c2ccc(Cl)c(Cl)c2)CCNC1, [Na+], [Na+], [OH-], O. Yields the product COc1ccc(-n2cnnn2)cc1C(=O)N1CCC(CCO)(c2ccc(Cl)c(Cl)c2)C1. As a reaction SMILES: [C:1]([O:2][C:3]([C:4](=[O:5])[c:6]1[cH:7][cH:8][c:9]([O:10][CH3:11])[cH:12][cH:13]1)([CH:14]([C:15]([OH:16])=[O:17])[OH:18])[C:19]([OH:20])=[O:21])(=[O:22])[c:23]1[cH:24][cH:25][c:26]([O:27][CH3:28])[cH:29][cH:30]1.[C:49](=[O:50])([OH:51])[O-:52].[CH3:54][O:55][c:56]1[c:57]([C:58](=[O:59])[Cl:60])[cH:61][c:62](-[n:65]2[n:66][n:67][n:68][cH:69]2)[cH:63][cH:64]1.[CH3:70][C:71](=[O:72])[CH3:73].[Cl:31][c:32]1[cH:33][c:34]([C:39]2([CH2:44][CH2:45][OH:46])[CH2:40][NH:41][CH2:42][CH2:43]2)[cH:35][cH:36][c:37]1[Cl:38].[Na+:48].[Na+:53].[OH-:47].[OH2:74]>>[Cl:31][c:32]1[cH:33][c:34]([C:39]2([CH2:44][CH2:45][OH:46])[CH2:40][N:41]([C:58]([c:57]3[c:56]([O:55][CH3:54])[cH:64][cH:63][c:62](-[n:65]4[n:66][n:67][n:68][cH:69]4)[cH:61]3)=[O:59])[CH2:42][CH2:43]2)[cH:35][cH:36][c:37]1[Cl:38].